Dataset: the Open Reaction Database (ORD), a public repository of structured organic reaction records. Task: describe an organic reaction: reactants, conditions, products, and yield Reactants: [BH4-].[Na+] (Sodium borohydride), C1(=CC=CC=C1)C=1N(C(OC1C1=CC=CC=C1)=O)[C@@H]1[C@@H](NC1=O)C(=O)OC (methyl cis-3-(4,5-diphenyl-2-oxo-4-oxazolin-3-yl)-4-oxoazetidine-2-carboxylate), OCC1NCC1 (2-hydroxymethylazetidine), CC=1C=CC(=CC1)S(=O)(=O)O (p-toluenesulfonate), [N-]=[N+]=[N-].[Na+] (sodium azide). The product is N(=[N+]=[N-])C[C@@H]1NC([C@@H]1N1C(OC(=C1C1=CC=CC=C1)C1=CC=CC=C1)=O)=O (cis-2-Azidomethyl-3-(4,5-diphenyl-2-oxo-4-oxazolin-3-yl)-4-oxoazetidine). RXN SMILES: [BH4-].[Na+].[C:3]1([C:9]2[N:10]([C@H:21]3[C:24](=[O:25])[NH:23][C@H:22]3[C:26](OC)=O)[C:11](=[O:20])[O:12][C:13]=2[C:14]2[CH:19]=[CH:18][CH:17]=[CH:16][CH:15]=2)[CH:8]=[CH:7][CH:6]=[CH:5][CH:4]=1.OCC1CCN1.CC1C=CC(S(O)(=O)=O)=CC=1.[N-:47]=[N+:48]=[N-:49].[Na+]>>[N:47]([CH2:26][C@H:22]1[C@@H:21]([N:10]2[C:9]([C:3]3[CH:8]=[CH:7][CH:6]=[CH:5][CH:4]=3)=[C:13]([C:14]3[CH:15]=[CH:16][CH:17]=[CH:18][CH:19]=3)[O:12][C:11]2=[O:20])[C:24](=[O:25])[NH:23]1)=[N+:48]=[N-:49] |f:0.1,5.6|. Procedure details: Sodium borohydride reduction of methyl cis-3-(4,5-diphenyl-2-oxo-4-oxazolin-3-yl)-4-oxoazetidine-2-carboxylate as described in Preparation 3, followed by conversion of the 2-hydroxymethylazetidine product to the p-toluenesulfonate derivative and reaction of this derivative with sodium azide as described in Preparation 4 gives the title compound. The reactants are C(C)(=O)Cl (Acetyl chloride), C(C)NCCCOC1=C(C=C(C=C1)C1=CC2=C(C(=N1)C#N)N=CN2)C(F)(F)F (6-(4-(3-(ethylamino)propoxy)-3-(trifluoromethyl)phenyl)-1H-imidazo[4,5-c]pyridine-4-carbonitrile), C(C)(C)N(CC)C(C)C (diisopropylethylamine). The solvent is C1CCOC1 (THF). Conditions: time 1 hour. Yields the product C(C)(=O)N(CC)CCCOC1=C(C=C(C=C1)C1=CC2=C(C(=N1)C#N)N=CN2C)C(F)(F)F (6-{4-[3-(N-acetyl-N-ethylamino)propoxy]-3-(trifluoromethyl)-phenyl}-1-methyl-1H-imidazo[4,5-c]pyridine-4-carbonitrile). Reaction SMILES: [C:1](Cl)(=[O:3])[CH3:2].[CH2:5]([NH:7][CH2:8][CH2:9][CH2:10][O:11][C:12]1[CH:17]=[CH:16][C:15]([C:18]2[N:23]=[C:22]([C:24]#[N:25])[C:21]3[N:26]=[CH:27][NH:28][C:20]=3[CH:19]=2)=[CH:14][C:13]=1[C:29]([F:32])([F:31])[F:30])[CH3:6].[CH:33](N(C(C)C)CC)(C)C>C1COCC1>[C:1]([N:7]([CH2:8][CH2:9][CH2:10][O:11][C:12]1[CH:17]=[CH:16][C:15]([C:18]2[N:23]=[C:22]([C:24]#[N:25])[C:21]3[N:26]=[CH:27][N:28]([CH3:33])[C:20]=3[CH:19]=2)=[CH:14][C:13]=1[C:29]([F:32])([F:30])[F:31])[CH2:5][CH3:6])(=[O:3])[CH3:2]. Reported procedure: Acetyl chloride (0.009 ml) was added dropwise to a solution of 6-(4-(3-(ethylamino)propoxy)-3-(trifluoromethyl)phenyl)-1H-imidazo[4,5-c]pyridine-4-carbonitrile (17.5 mg) and diisopropylethylamine (0.034 ml) in THF (2 ml). The reaction mixture was stirred at room temperature for 1 hour. The product was then purified by acidic prep HPLC to 6-{4-[3-(N-acetyl-N-ethylamino)propoxy]-3-(trifluoromethyl)-phenyl}-1-methyl-1H-imidazo[4,5-c]pyridine-4-carbonitrile. 1H NMR (MeOD) δ: 8.43 (s, 1H), 8.34-8.30 ... Reactants: CC(=O)O, Nc1cc(F)ccc1F, ClI, O, c1ccncc1. Yields the product Nc1cc(F)c(I)cc1F. Reaction SMILES: [CH3:19][C:20](=[O:21])[OH:22].[F:1][c:2]1[c:3]([NH2:4])[cH:5][c:6]([F:9])[cH:7][cH:8]1.[I:16][Cl:17].[OH2:18].[cH:10]1[cH:11][cH:12][n:13][cH:14][cH:15]1>>[F:1][c:2]1[c:3]([NH2:4])[cH:5][c:6]([F:9])[c:7]([I:16])[cH:8]1. The reactants are C1CCOC1, COC(=O)C(NC(=O)NC12CC3CC(CC(C3)C1)C2)C(C)(C)C, CO, [Li+], [OH-], O, O. RXN SMILES: [CH2:27]1[O:28][CH2:29][CH2:30][CH2:31]1.[CH3:1][O:2][C:3]([CH:4]([C:5]([CH3:6])([CH3:7])[CH3:8])[NH:9][C:10](=[O:11])[NH:12][C:13]12[CH2:14][CH:15]3[CH2:16][CH:17]([CH2:18][CH:19]([CH2:20]1)[CH2:21]3)[CH2:22]2)=[O:23].[CH3:32][OH:33].[Li+:26].[OH-:25].[OH2:24].[OH2:34]>>[O:2]=[C:3]([CH:4]([C:5]([CH3:6])([CH3:7])[CH3:8])[NH:9][C:10](=[O:11])[NH:12][C:13]12[CH2:14][CH:15]3[CH2:16][CH:17]([CH2:18][CH:19]([CH2:20]1)[CH2:21]3)[CH2:22]2)[OH:23]. Product: CC(C)(C)C(NC(=O)NC12CC3CC(CC(C3)C1)C2)C(=O)O. Starting materials: CC(=O)OC1CC(C)(C)c2cc(Br)c(C=O)cc2C1(C)C, O=C([O-])O, ClCCl, [Na+], O, OCCO, Cc1ccc(S(=O)(=O)O)cc1, c1ccccc1. The product is CC(=O)OC1CC(C)(C)c2cc(Br)c(C3OCCO3)cc2C1(C)C. As a reaction SMILES: [C:1]([CH3:2])(=[O:3])[O:4][CH:5]1[CH2:6][C:7]([CH3:20])([CH3:21])[c:8]2[cH:9][c:10]([Br:19])[c:11]([CH:17]=[O:18])[cH:12][c:13]2[C:14]1([CH3:15])[CH3:16].[C:38](=[O:39])([OH:40])[O-:41].[Cl:49][CH2:50][Cl:51].[Na+:42].[OH2:26].[OH:22][CH2:23][CH2:24][OH:25].[c:27]1([CH3:28])[cH:29][cH:30][c:31]([S:32]([OH:33])(=[O:34])=[O:35])[cH:36][cH:37]1.[cH:43]1[cH:44][cH:45][cH:46][cH:47][cH:48]1>>[C:1]([CH3:2])(=[O:3])[O:4][CH:5]1[CH2:6][C:7]([CH3:20])([CH3:21])[c:8]2[cH:9][c:10]([Br:19])[c:11]([CH:17]3[O:18][CH2:24][CH2:23][O:22]3)[cH:12][c:13]2[C:14]1([CH3:15])[CH3:16]. Procedure details: Prepared using a procedure similar to that employed for the synthesis of Intermediate VI, substituting ethyl iodide in the place of methyl iodide in Step B of the Intermediate III synthesis. The reactants are C(C)(C)(C)OC(=O)NC(CC1=CC=CC=C1)(C)C1=NN=C(O1)C=1C=C(C(=O)O)C=C(C1)N(S(=O)(=O)C)C (3-(5-{1-[(tert-butoxycarbonyl)amino]-1-methyl-2-phenylethyl}-1,3,4-oxadiazol-2-yl)-5-[methyl(methylsulfonyl)amino]benzoic acid), C(C)I (ethyl iodide), Intermediate III. Reaction SMILES: [C:1]([O:5][C:6]([NH:8][C:9]([C:18]1[O:22][C:21]([C:23]2[CH:24]=[C:25]([CH:29]=[C:30]([N:32]([CH3:37])[S:33]([CH3:36])(=[O:35])=[O:34])[CH:31]=2)[C:26]([OH:28])=[O:27])=[N:20][N:19]=1)([CH3:17])[CH2:10][C:11]1[CH:16]=[CH:15][CH:14]=[CH:13][CH:12]=1)=[O:7])([CH3:4])([CH3:3])[CH3:2].[CH2:38](I)C>>[C:1]([O:5][C:6]([NH:8][C@:9]([C:18]1[O:22][C:21]([C:23]2[CH:24]=[C:25]([CH:29]=[C:30]([N:32]([CH2:37][CH3:38])[S:33]([CH3:36])(=[O:34])=[O:35])[CH:31]=2)[C:26]([OH:28])=[O:27])=[N:20][N:19]=1)([CH3:17])[CH2:10][C:11]1[CH:12]=[CH:13][CH:14]=[CH:15][CH:16]=1)=[O:7])([CH3:4])([CH3:3])[CH3:2]. Yields the product C(C)(C)(C)OC(=O)N[C@@](CC1=CC=CC=C1)(C)C1=NN=C(O1)C=1C=C(C(=O)O)C=C(C1)N(S(=O)(=O)C)CC (3-(5-{(1R)-1-[(tert-butoxycarbonyl)amino]-1-methyl-2-phenylethyl}-1,3,4-oxadiazol-2-yl)-5-[ethyl(methylsulfonyl)amino]benzoic acid). Reactants: Cl (HCl), CC(C=C(C#N)C#N)(C)C (2-(2,2-dimethylpropylidene)malononitrile), [Na+].[Cl-] (NaCl), [BH4-].[Na+] (sodium borohydride). The solvent is C(C)O (ethanol), C(C)(=O)OCC (ethyl acetate). Conditions: time 30 minute. Product: C(C(C)(C)C)C(C#N)C#N (2-neopentylmalononitrile). As a reaction SMILES: [CH3:1][C:2]([CH3:10])([CH3:9])[CH:3]=[C:4]([C:7]#[N:8])[C:5]#[N:6].[Na+].[Cl-].[BH4-].[Na+].Cl>C(OCC)(=O)C.C(O)C>[CH2:3]([CH:4]([C:7]#[N:8])[C:5]#[N:6])[C:2]([CH3:10])([CH3:9])[CH3:1] |f:1.2,3.4|. Procedure: To the 500 mL round bottom flask with the product from Example 10A was added 100 mL ethanol. The mixture was cooled in an ice bath (NaCl was added to the bath to keep the temperature below 0° C.) and sodium borohydride was added. The mixture was stirred for 30 minutes. 160 mL 0.5 N HCl solution was added carefully and ethyl acetate was used to extract the mixture twice. Brine was added to help the layers to separate. The combined organic layers were washed with brine, dried (Na2SO4), filtered, a... Reactants: Clc1ccccc1CBr, Nc1nc(N)c2c(N3CCNCC3)cccc2n1. Yields the product Nc1nc(N)c2c(N3CCN(Cc4ccccc4Cl)CC3)cccc2n1. Reaction SMILES: [Cl:19][c:20]1[c:21]([CH2:22][Br:23])[cH:24][cH:25][cH:26][cH:27]1.[N:1]1([c:7]2[c:8]3[c:9]([NH2:18])[n:10][c:11]([NH2:17])[n:12][c:13]3[cH:14][cH:15][cH:16]2)[CH2:2][CH2:3][NH:4][CH2:5][CH2:6]1>>[N:1]1([c:7]2[c:8]3[c:9]([NH2:18])[n:10][c:11]([NH2:17])[n:12][c:13]3[cH:14][cH:15][cH:16]2)[CH2:2][CH2:3][N:4]([CH2:22][c:21]2[c:20]([Cl:19])[cH:27][cH:26][cH:25][cH:24]2)[CH2:5][CH2:6]1. Starting materials: O1C(=CC=C1)C1=NC2=C(N1)C=CC=C2 (2-(furan-2-yl)-1H-benzo[d]imidazole), BrCC1=CC2=C(/C(/C3=C(OC2)C=C(C=C3)F)=C(\C#N)/C)C=C1 ((E)-2-[8-(bromomethyl)-3-fluorodibenzo[b,e]oxepin-11(6H)-ylidene]propanenitrile). Product: FC=1C=CC\2=C(OCC3=C(/C2=C(\C#N)/C)C=CC(=C3)CN3C(=NC2=C3C=CC=C2)C=2OC=CC2)C1 ((E)-2-(3-fluoro-8-{[2-(furan-2-yl)-1H-benzo[d]imidazol-1-yl]methyl}dibenzo[b,e]oxepin-11(6H)-ylidene)propanenitrile). Yield: 94.4%. Reaction SMILES: [O:1]1[CH:5]=[CH:4][CH:3]=[C:2]1[C:6]1[NH:10][C:9]2[CH:11]=[CH:12][CH:13]=[CH:14][C:8]=2[N:7]=1.Br[CH2:16][C:17]1[CH:36]=[CH:35][C:20]2/[C:21](=[C:31](/[CH3:34])\[C:32]#[N:33])/[C:22]3[CH:29]=[CH:28][C:27]([F:30])=[CH:26][C:23]=3[O:24][CH2:25][C:19]=2[CH:18]=1>>[F:30][C:27]1[CH:28]=[CH:29][C:22]2=[C:23]([CH:26]=1)[O:24][CH2:25][C:19]1[CH:18]=[C:17]([CH2:16][N:10]3[C:9]4[CH:11]=[CH:12][CH:13]=[CH:14][C:8]=4[N:7]=[C:6]3[C:2]3[O:1][CH:5]=[CH:4][CH:3]=3)[CH:36]=[CH:35][C:20]=1/[C:21]/2=[C:31](/[CH3:34])\[C:32]#[N:33]. Reported procedure: Using commercially available 2-(furan-2-yl)-1H-benzo[d]imidazole (62 mg, 0.34 mmol) and (E)-2-[8-(bromomethyl)-3-fluorodibenzo[b,e]oxepin-11(6H)-ylidene]propanenitrile (120 mg, 0.335 mmol) obtained in Reference Example 1, and in the same manner as in Reference Example 1A, the title compound (146 mg, 94%) was obtained.